Dataset: the Open Reaction Database (ORD), a public repository of structured organic reaction records. Task: describe an organic reaction: reactants, conditions, products, and yield Reaction SMILES: C[NH:2][C:3]([C:5]1[CH:10]=[C:9]([O:11][C:12]2[CH:17]=[CH:16][C:15]([NH2:18])=[CH:14][CH:13]=2)[CH:8]=[CH:7][N:6]=1)=O.NC1C=C[C:23]([OH:26])=CC=1.ClC1C=CN=C(C#N)C=1.CNC(C1C=C(Cl)C=CN=1)=O>>[NH2:18][C:15]1[CH:16]=[CH:17][C:12]([O:11][C:9]2[CH:8]=[CH:7][N:6]=[C:5]([C:3]#[N:2])[CH:10]=2)=[C:13]([O:26][CH3:23])[CH:14]=1. Starting materials: CNC(=O)C1=NC=CC(=C1)OC1=CC=C(C=C1)N (4-(4-aminophenoxy)pyridine-2-carboxylic acid methylamide), CNC(=O)C1=NC=CC(=C1)Cl (4-chloropyridine-2-carboxylic acid methylamide), NC1=CC=C(C=C1)O (4-aminophenol), ClC1=CC(=NC=C1)C#N (4-chloro-2-cyanopyridine). Product: NC1=CC(=C(OC2=CC(=NC=C2)C#N)C=C1)OC (4-(4-Amino-2-methoxyphenoxy)pyridine-2-carbonitrile). Procedure details: The title compound was prepared in the same manner described for 4-(4-aminophenoxy)pyridine-2-carboxylic acid methylamide, substituting 4-amino-2-methoxyphenol for 4-aminophenol, and 4-chloro-2-cyanopyridine for 4-chloropyridine-2-carboxylic acid methylamide. 1H-NMR (DMSO-d6) δ 8.50 (d, J=6.0 Hz, 1H), 7.49 (d, J=2.7 Hz, 1H), 7.00 (dd, J=5.7, 2.4 Hz, 1H), 6.82 (d, J=8.4 Hz, 1H), 6.37 (d, J=2.4 Hz, 1H), 6.16 (dd, J=8.7, 2.7 Hz, 1H), 5.25 (s, 2H), 3.62 (s, 3H); MS LC-MS (M+H)+=242.1. The reactants are O=C([O-])[O-], CCOC(C)=O, CCI, CCCCCC, CCOC(=O)c1ccc(-c2cc(C(F)(F)F)[nH]n2)s1, [K+], [K+], CN(C)C=O. The product is CCOC(=O)c1ccc(-c2cc(C(F)(F)F)nn2CC)s1. As a reaction SMILES: [C:23](=[O:24])([O-:25])[O-:26].[C:34]([O:35][CH2:36][CH3:37])(=[O:38])[CH3:39].[CH2:20]([CH3:21])[I:22].[CH3:40][CH2:41][CH2:42][CH2:43][CH2:44][CH3:45].[F:1][C:2]([c:3]1[cH:4][c:5](-[c:8]2[cH:9][cH:10][c:11]([C:13](=[O:14])[O:15][CH2:16][CH3:17])[s:12]2)[n:6][nH:7]1)([F:18])[F:19].[K+:27].[K+:28].[O:29]=[CH:30][N:31]([CH3:32])[CH3:33]>>[F:1][C:2]([c:3]1[cH:4][c:5](-[c:8]2[cH:9][cH:10][c:11]([C:13](=[O:14])[O:15][CH2:16][CH3:17])[s:12]2)[n:6]([CH2:20][CH3:21])[n:7]1)([F:18])[F:19].